Dataset: the Open Reaction Database (ORD), a public repository of structured organic reaction records. Task: describe an organic reaction: reactants, conditions, products, and yield Reactants: COC(C(C)Br)=O (2-bromopropionic acid methyl ester), C(C)(C)SC1=NC=CC=C1O (2-isopropylthio-3-hydroxypyridine), C([O-])([O-])=O.[K+].[K+] (potassium carbonate), ice water, Cl (hydrochloric acid). Run in CN(C=O)C (dimethylformamide), C(C)(=O)OCC (ethyl acetate). Conditions: time 75 minute. The product is COC(C(C)OC=1C(=NC=CC1)SC(C)C)=O (2-(2-isopropylthiopyrid-3-yloxy)-propionic acid methyl ester). Reaction SMILES: [CH3:1][O:2][C:3](=[O:7])[CH:4](Br)[CH3:5].[CH:8]([S:11][C:12]1[C:17]([OH:18])=[CH:16][CH:15]=[CH:14][N:13]=1)([CH3:10])[CH3:9].C(=O)([O-])[O-].[K+].[K+].Cl>CN(C)C=O.C(OCC)(=O)C>[CH3:1][O:2][C:3](=[O:7])[CH:4]([O:18][C:17]1[C:12]([S:11][CH:8]([CH3:10])[CH3:9])=[N:13][CH:14]=[CH:15][CH:16]=1)[CH3:5] |f:2.3.4|. Procedure: 12.3 ml of 2-bromopropionic acid methyl ester are added dropwise at room temperature to a mixture of 16.9 g of 2-isopropylthio-3-hydroxypyridine and 15.2 g of potassium carbonate in 250 ml of dimethylformamide and the batch is stirred for 75 minutes. The suspension is introduced into a mixture of ice-water (300 ml), 50 ml of 2N hydrochloric acid and 300 ml of ethyl acetate, washed four times with 120 ml of water and 120 ml of ethyl acetate each time, and the organic phase is dried over sodium su... The reactants are N([C@@H](CC1=CC=CC=C1)C(=O)NCCC(=O)O)C(=O)OC(C)(C)C (Boc-Phe-βAla-OH), C1CCC(CC1)N=C=NC2CCCCC2 (DCC), N([C@@H](CSCC1=CC=C(C)C=C1)C(=O)O)C(=O)OC(C)(C)C (Boc-Cys(MBzl)-OH), C1C2C=CC1C3C2C(=O)N(C3=O)O (HONB). The product is N([C@@H](CSCC1=CC=C(C)C=C1)C(=O)N[C@@H](CC1=CC=CC=C1)C(=O)NCCC(=O)O)C(=O)OC(C)(C)C (Boc-Cys(MBzl)-Phe-βAla-OH). Reaction SMILES: [NH:1]([C:18]([O:20]C(C)(C)C)=O)[C@H:2]([C:10]([NH:12][CH2:13][CH2:14][C:15]([OH:17])=[O:16])=[O:11])[CH2:3][C:4]1[CH:9]=[CH:8][CH:7]=[CH:6][CH:5]=1.[NH:25]([C:40]([O:42][C:43]([CH3:46])([CH3:45])[CH3:44])=[O:41])[C@H:26](C(O)=O)[CH2:27][S:28][CH2:29][C:30]1[CH:36]=[CH:35][C:33]([CH3:34])=[CH:32][CH:31]=1.C1C2C3C(=O)N(O)C(=O)C3C1C=C2.C1CCC(N=C=NC2CCCCC2)CC1>>[NH:25]([C:40]([O:42][C:43]([CH3:46])([CH3:45])[CH3:44])=[O:41])[C@H:26]([C:18]([NH:1][C@H:2]([C:10]([NH:12][CH2:13][CH2:14][C:15]([OH:17])=[O:16])=[O:11])[CH2:3][C:4]1[CH:5]=[CH:6][CH:7]=[CH:8][CH:9]=1)=[O:20])[CH2:27][S:28][CH2:29][C:30]1[CH:36]=[CH:35][C:33]([CH3:34])=[CH:32][CH:31]=1. Reported procedure: Using Boc-Phe-βAla-OH (prepared with 1.31 g Boc-Phe-βAla-OH.CHA), 1.02 g Boc-Cys(MBzl)-OH, 0.60 g HONB and 0.68 g DCC, the desired product was obtained in exactly the same manner as in Example 1-(XX), and was then crystallized with ether and collected by filtration.